Task: describe an organic reaction: reactants, conditions, products, and yield. Dataset: the Open Reaction Database (ORD), a public repository of structured organic reaction records Starting materials: C(C(C)C)C=1C=C(C(=CC1)C1=CC(=CC=C1)[N+](=O)[O-])S(=O)(=O)NC1=NC=C(N=C1OC)C (4-Isobutyl-N-(3-methoxy-5-methyl-2-pyrazinyl)-3'-nitro-2-biphenylsulphonamide). The reagents and catalysts are [Pd] (Pd-C). The solvent is CO.O (methanol water). Yields the product NC=1C=C(C=CC1CC(C)C)C=1C(=CC=CC1)S(=O)(=O)NC1=NC=C(N=C1OC)C (3'-amino-4'-isobutyl-N-(3-methoxy-5-methyl-2-pyrazinyl)-2-biphenylsulphonamide). Isolated yield 65.7%. Reaction SMILES: C([C:5]1[CH:6]=[C:7]([S:20]([NH:23][C:24]2[C:29]([O:30][CH3:31])=[N:28][C:27]([CH3:32])=[CH:26][N:25]=2)(=[O:22])=[O:21])[C:8]([C:11]2[CH:16]=[CH:15][CH:14]=[C:13]([N+:17]([O-])=O)[CH:12]=2)=[CH:9][CH:10]=1)C(C)C>CO.O.[Pd]>[NH2:17][C:13]1[CH:12]=[C:11]([C:8]2[C:7]([S:20]([NH:23][C:24]3[C:29]([O:30][CH3:31])=[N:28][C:27]([CH3:32])=[CH:26][N:25]=3)(=[O:21])=[O:22])=[CH:6][CH:5]=[CH:10][CH:9]=2)[CH:16]=[CH:15][C:14]=1[CH2:7][CH:8]([CH3:11])[CH3:9] |f:1.2|. Procedure details: 4-Isobutyl-N-(3-methoxy-5-methyl-2-pyrazinyl)-3'-nitro-2-biphenylsulphonamide (0.456 g) was dissolved in methanol/water (1:9 v/v; 10 ml) and the solution was catalytically hydrogenated over 10% Pd-C (0.046 g). The catalyst was removed by filtration through diatomaceous earth and the residue was purified by elution with ethyl acetate/hexane (1:3 v/v) through a silica gel Mega Bond Elut column. The resulting foam was recrystallised from ether to give 3'-amino-4'-isobutyl-N-(3-methoxy-5-methyl-2-py... Starting materials: ClC1=CC=C(C=C1)C=C(C1=CC=CC=C1)[N+](=O)[O-] (1-p-chlorophenyl-2-nitro-2-phenyl-ethylene), [Na] (sodium), C(CC(=O)OCC)(=O)OCC (diethyl malonate), C(=O)(OCC)C(C(=O)OCC)C(C(C1=CC=CC=C1)[N+](=O)[O-])C1=CC=C(C=C1)Cl (ethyl 2-carbethoxy-3-p-chlorophenyl-4-nitro-4-phenyl-butanoate). Product: C(=O)(O)C1C(NC(C1C1=CC=C(C=C1)Cl)C1=CC=CC=C1)=O (3-carboxy-4-p-chlorophenyl-5-phenyl-2-pyrrolidinone). As a reaction SMILES: ClC1C=CC(C=C([N+]([O-])=O)C2C=CC=CC=2)=CC=1.[Na].C(OCC)(=O)CC(OCC)=O.[C:31]([CH:36]([CH:42]([C:53]1[CH:58]=[CH:57][C:56]([Cl:59])=[CH:55][CH:54]=1)[CH:43]([N+:50]([O-])=O)[C:44]1[CH:49]=[CH:48][CH:47]=[CH:46][CH:45]=1)[C:37](OCC)=[O:38])([O:33]CC)=[O:32]>>[C:31]([CH:36]1[CH:42]([C:53]2[CH:58]=[CH:57][C:56]([Cl:59])=[CH:55][CH:54]=2)[CH:43]([C:44]2[CH:49]=[CH:48][CH:47]=[CH:46][CH:45]=2)[NH:50][C:37]1=[O:38])([OH:33])=[O:32] |^1:18|. Procedure details: The 3-carboxy-4-p-chlorophenyl-5-phenyl-2-pyrrolidinone (after recrystallization from ethanol M.P. : 184°C. (decomposition)) was prepared by condensing 1-p-chlorophenyl-2-nitro-2-phenyl-ethylene with the sodium derivative of diethyl malonate, reduction of the obtained ethyl 2-carbethoxy-3-p-chlorophenyl-4-nitro-4-phenyl-butanoate (M.P. : 148°-149°C. (recrystallized from ethanol) by means of hydrogen under pressure in presence of Raney cobalt and hydrolysis of the resulting 3-carbethoxy-4-p-chlor... RXN SMILES: [Cl:1][C:2]1[CH:7]=[CH:6][C:5]([C:8]2[CH2:13][CH2:12][C:11]([CH3:15])([CH3:14])[CH2:10][C:9]=2[CH:16]=O)=[CH:4][CH:3]=1.[N:18]1([C:24]2[CH:34]=[CH:33][C:27]([C:28]([O:30][CH2:31][CH3:32])=[O:29])=[CH:26][CH:25]=2)[CH2:23][CH2:22][NH:21][CH2:20][CH2:19]1>>[Cl:1][C:2]1[CH:3]=[CH:4][C:5]([C:8]2[CH2:13][CH2:12][C:11]([CH3:14])([CH3:15])[CH2:10][C:9]=2[CH2:16][N:21]2[CH2:20][CH2:19][N:18]([C:24]3[CH:25]=[CH:26][C:27]([C:28]([O:30][CH2:31][CH3:32])=[O:29])=[CH:33][CH:34]=3)[CH2:23][CH2:22]2)=[CH:6][CH:7]=1. Procedure: reacting 2-(4-chlorophenyl)-5,5-dimethylcyclohex-1-ene-1-carbaldehyde, ethyl 4-piperazin-1-ylbenzoate and a first reducing agent and isolating or not isolating the ethyl 4-(4-((2-(4-chlorophenyl)-5,5-dimethylcyclohex-1-en-1-yl)methyl)piperazin-1-yl)benzoate; The reactants are ClC1=CC=C(C=C1)C1=C(CC(CC1)(C)C)C=O (2-(4-chlorophenyl)-5,5-dimethylcyclohex-1-ene-1-carbaldehyde), N1(CCNCC1)C1=CC=C(C(=O)OCC)C=C1 (ethyl 4-piperazin-1-ylbenzoate). The product is ClC1=CC=C(C=C1)C1=C(CC(CC1)(C)C)CN1CCN(CC1)C1=CC=C(C(=O)OCC)C=C1 (ethyl 4-(4-((2-(4-chlorophenyl)-5,5-dimethylcyclohex-1-en-1-yl)methyl)piperazin-1-yl)benzoate). Product: C(CCC=C)N1CCC2(OCCO2)CC1 (8-(4-Pentenyl)-1,4-dioxa-8-azaspiro[4.5]decane). As a reaction SMILES: [O:1]1[C:5]2([CH2:10][CH2:9][NH:8][CH2:7][CH2:6]2)[O:4][CH2:3][CH2:2]1.C([O-])([O-])=O.[K+].[K+].C(#N)C.Br[CH2:21][CH2:22][CH2:23][CH:24]=[CH2:25]>O>[CH2:25]([N:8]1[CH2:9][CH2:10][C:5]2([O:4][CH2:3][CH2:2][O:1]2)[CH2:6][CH2:7]1)[CH2:24][CH2:23][CH:22]=[CH2:21] |f:1.2.3|. Yield: 83.9%. Reaction conditions: time 8 hour. Procedure: To a mixture of 15 g (0.105 mol) of 1,4-dioxa-8-azaspiro[4.5]decane, 15.93 g (0.115 mol) of K2CO3, and 100 ml of acetonitrile is added dropwise 14.41 ml (0.105 mol) of 5-bromopentene. The mixture is stirred overnight at room temperature and then at 65° C. for 2 hours. After cooling, the mixture is diluted with water and extracted with methylene chloride. The combined extracts are washed with brine, dried over Na2SO4, and concentrated in vacuo to furnish 18.62 g (84%) of title compound as an oil:... The solvent is O (water). Starting materials: O1CCOC12CCNCC2 (1,4-dioxa-8-azaspiro[4.5]decane), C(=O)([O-])[O-].[K+].[K+] (K2CO3), C(C)#N (acetonitrile), BrCCCC=C (5-bromopentene). Reactants: ClC=1N=C(C2=C(N1)C=C(S2)C=O)N2CCOCC2 (2-chloro-4-morpholin-4-yl-thieno[3,2-d]pyrimidine-6-carbaldehyde), C(C)(=O)O[BH-](OC(C)=O)OC(C)=O.[Na+] (sodium triacetoxyborohydride), C1(NCC12CCNCC2)=O (2,7-diaza-spiro[3.5]nonan-1-one). Run in ClC(C)Cl (dichloroethane). Reaction conditions: time 18 hour. The product is ClC=1N=C(C2=C(N1)C=C(S2)CN2CCC1(CNC1=O)CC2)N2CCOCC2 (7-(2-Chloro-4-morpholin-4-yl-thieno[3,2-d]pyrimidin-6-ylmethyl)-2,7-diaza-spiro[3.5]nonan-1-one). Isolated yield 49.8%. RXN SMILES: [C:1]1(=[O:10])[C:4]2([CH2:9][CH2:8][NH:7][CH2:6][CH2:5]2)[CH2:3][NH:2]1.[Cl:11][C:12]1[N:13]=[C:14]([N:23]2[CH2:28][CH2:27][O:26][CH2:25][CH2:24]2)[C:15]2[S:20][C:19]([CH:21]=O)=[CH:18][C:16]=2[N:17]=1.C(O[BH-](OC(=O)C)OC(=O)C)(=O)C.[Na+]>ClC(Cl)C>[Cl:11][C:12]1[N:13]=[C:14]([N:23]2[CH2:24][CH2:25][O:26][CH2:27][CH2:28]2)[C:15]2[S:20][C:19]([CH2:21][N:7]3[CH2:8][CH2:9][C:4]4([C:1](=[O:10])[NH:2][CH2:3]4)[CH2:5][CH2:6]3)=[CH:18][C:16]=2[N:17]=1 |f:2.3|. Reported procedure: To a solution of 1-oxo-2,7-diaza-spiro[3.5]nonane-7-carboxylic acid tert-butyl ester (150 mg, 0.624 mmol) in DCM (6 mL) was added TFA (3 mL) and the resulting solution stirred at RT for 1 h. The crude reaction mixture was loaded onto a Isolute® SCX-2 cartridge, washed with MeOH then eluted with 2 M NH3 in MeOH to provide 2,7-diaza-spiro[3.5]nonan-1-one as a colourless oil. To a suspension of 2,7-diaza-spiro[3.5]nonan-1-one (0.624 mmol) in dichloroethane (13 mL) were added 2-chloro-4-morpholin-4-... The reactants are O.[OH-].[Li+] (lithium hydroxide monohydrate), C(#N)C1=CC=C(NCCN(CC(=O)OCC)CC(=O)OCC)C=C1 (ethyl 2-[2-(4-cyanoanilino)ethyl(2-ethoxy-2-oxoethyl)amino]acetate), C(C)(C)N(CC)C(C)C (diisopropylethylamine), C([O-])([O-])=O.[K+].[K+] (potassium carbonate). Run in O (water), O (water), C(C)#N (acetonitrile), CO (methanol). Conditions: time 30 minute. The product is C(#N)C1=CC=C(C=C1)N1C(CN(CC1)CC(=O)O)=O (2-[4-(4-Cyanophenyl)-3-oxopiperazino]acetic acid). Yield: 60.3%. RXN SMILES: [C:1]([C:3]1[CH:24]=[CH:23][C:6]([NH:7][CH2:8][CH2:9][N:10]([CH2:17][C:18]([O:20]CC)=[O:19])[CH2:11][C:12](OCC)=[O:13])=[CH:5][CH:4]=1)#[N:2].C(N(C(C)C)CC)(C)C.C(=O)([O-])[O-].[K+].[K+].O.[OH-].[Li+]>C(#N)C.CO.O>[C:1]([C:3]1[CH:24]=[CH:23][C:6]([N:7]2[CH2:8][CH2:9][N:10]([CH2:17][C:18]([OH:20])=[O:19])[CH2:11][C:12]2=[O:13])=[CH:5][CH:4]=1)#[N:2] |f:2.3.4,5.6.7|. Reported procedure: A suspension of ethyl 2-[2-(4-cyanoanilino)ethyl(2-ethoxy-2-oxoethyl)amino]acetate (58 g, 0.174 mol), diisopropylethylamine (4 g, 0.03 mol) and potassium carbonate (24 g, 0.174 mol) in 400 ml of acetonitrile is refluxed for 2 days. The mixture is filtered and rinsed with dichloromethane. The filtrate is evaporated to give a brown solid, which is dissolved in 150 ml of methanol and 50 ml of water, followed by addition of lithium hydroxide monohydrate (8.4 g, 0.2 mol). After stirring for 30 minute... The reactants are ClC(Cl)(Cl)Cl, CC#N, CC(C)CCc1cccc(C(=O)NOC(C)C)c1, c1ccc(P(c2ccccc2)c2ccccc2)cc1. The product is CC(C)CCc1cccc(C(Cl)=NOC(C)C)c1. Reaction SMILES: [C:38]([Cl:39])([Cl:40])([Cl:41])[Cl:42].[CH3:43][C:44]#[N:45].[CH:1]([CH3:2])([CH3:3])[O:4][NH:5][C:6]([c:7]1[cH:8][c:9]([CH2:13][CH2:14][CH:15]([CH3:16])[CH3:17])[cH:10][cH:11][cH:12]1)=[O:18].[c:19]1([P:20]([c:21]2[cH:22][cH:23][cH:24][cH:25][cH:26]2)[c:27]2[cH:28][cH:29][cH:30][cH:31][cH:32]2)[cH:33][cH:34][cH:35][cH:36][cH:37]1>>[CH:1]([CH3:2])([CH3:3])[O:4][N:5]=[C:6]([c:7]1[cH:8][c:9]([CH2:13][CH2:14][CH:15]([CH3:16])[CH3:17])[cH:10][cH:11][cH:12]1)[Cl:39]. Reactants: CCOC(C)=O, CCOC(=O)C1=CCCCC1S(=O)(=O)Nc1ccc(C(=O)NCC(=O)OC(C)(C)C)cc1Cl, Cl. Product: CCOC(=O)CNC(=O)c1ccc(NS(=O)(=O)C2CCCC=C2C(=O)OCC)c(Cl)c1. Reaction SMILES: [CH3:35][CH2:36][O:37][C:38](=[O:39])[CH3:40].[Cl:1][c:2]1[c:3]([NH:19][S:20](=[O:21])(=[O:22])[CH:23]2[CH2:24][CH2:25][CH2:26][CH:27]=[C:28]2[C:29](=[O:30])[O:31][CH2:32][CH3:33])[cH:4][cH:5][c:6]([C:8]([NH:9][CH2:10][C:11](=[O:12])[O:13][C:14]([CH3:15])([CH3:16])[CH3:17])=[O:18])[cH:7]1.[ClH:34]>>[Cl:1][c:2]1[c:3]([NH:19][S:20](=[O:21])(=[O:22])[CH:23]2[CH2:24][CH2:25][CH2:26][CH:27]=[C:28]2[C:29](=[O:30])[O:31][CH2:32][CH3:33])[cH:4][cH:5][c:6]([C:8]([NH:9][CH2:10][C:11](=[O:12])[O:13][CH2:14][CH3:15])=[O:18])[cH:7]1. Reactants: S1C(=CC=C1)CC(=O)Cl (2-(2-thienyl)acetyl chloride), Cl (hydrochloric acid), C1(=CC=C(C=C1)S(=O)(=O)O)C (p-toluenesulfonic acid), NC1C2SCN(C(N2C1=O)C(=O)OCC1=CC=CC=C1)S(=O)(=O)C(F)(F)F (benzyl 7-amino-8-oxo-3-trifluoromethanesulfonyl-5-thia-1,3-diazabicyclo[4,2,0]octane-2-carboxylate). Solvent: C(Cl)Cl (methylene chloride), N1=CC=CC=C1 (pyridine). Conditions: temperature -55 celsius, time 5 minute. The product is S1C(=CC=C1)CC(=O)NC1C2SCN(C(N2C1=O)C(=O)OCC1=CC=CC=C1)S(=O)(=O)C(F)(F)F (benzyl 7-[2-(2-thienyl)acetamido] -8-oxo-3-trifluoromethanesulfonyl-5-thia-1,3-diazabicyclo[4,2,0]octane-2-carboxylate). Yield: 67.2%. Reaction SMILES: C1(C)C=CC(S(O)(=O)=O)=CC=1.[NH2:12][CH:13]1[C:20](=[O:21])[N:19]2[CH:14]1[S:15][CH2:16][N:17]([S:32]([C:35]([F:38])([F:37])[F:36])(=[O:34])=[O:33])[CH:18]2[C:22]([O:24][CH2:25][C:26]1[CH:31]=[CH:30][CH:29]=[CH:28][CH:27]=1)=[O:23].[S:39]1[CH:43]=[CH:42][CH:41]=[C:40]1[CH2:44][C:45](Cl)=[O:46].Cl>C(Cl)Cl.N1C=CC=CC=1>[S:39]1[CH:43]=[CH:42][CH:41]=[C:40]1[CH2:44][C:45]([NH:12][CH:13]1[C:20](=[O:21])[N:19]2[CH:14]1[S:15][CH2:16][N:17]([S:32]([C:35]([F:37])([F:36])[F:38])(=[O:34])=[O:33])[CH:18]2[C:22]([O:24][CH2:25][C:26]1[CH:27]=[CH:28][CH:29]=[CH:30][CH:31]=1)=[O:23])=[O:46]. Procedure: To a suspension of p-toluenesulfonic acid salt of benzyl 7-amino-8-oxo-3-trifluoromethanesulfonyl-5-thia-1,3-diazabicyclo[4,2,0]octane-2-carboxylate (800 mg.) in methylene chloride (8 ml.) was added pyridine (146 μl). After stirring at -55° C. for 5 minutes, 2-(2-thienyl)acetyl chloride (290 mg.) was added thereto, and then the mixture was gradually allowed to warm to 0° C. over a period of 1.5 hours. This mixture was poured into chilled dilute hydrochloric acid and extracted with ethyl acetate ... RXN SMILES: [Ag:29]=[O:30].[CH2:19]([CH:20]=[CH2:21])[Br:22].[CH3:23][CH2:24][O:25][C:26]([CH3:27])=[O:28].[Ca+2:13].[O-:14][S:15](=[O:16])(=[O:17])[O-:18].[OH:1][CH2:2][C:3](=[O:4])[c:5]1[cH:6][cH:7][c:8]([C:9]#[N:10])[cH:11][cH:12]1>>[O:1]([CH2:2][C:3](=[O:4])[c:5]1[cH:6][cH:7][c:8]([C:9]#[N:10])[cH:11][cH:12]1)[CH2:21][CH:20]=[CH2:19]. Product: C=CCOCC(=O)c1ccc(C#N)cc1. The reactants are O=[Ag], C=CCBr, CCOC(C)=O, [Ca+2], O=S(=O)([O-])[O-], N#Cc1ccc(C(=O)CO)cc1.